From a dataset of the Open Reaction Database (ORD), a public repository of structured organic reaction records. describe an organic reaction: reactants, conditions, products, and yield The reactants are CCN(CC)S(F)(F)F, CC(=O)NCC1CN(c2ccc(N3CCC(C)(O)CC3)c(F)c2)C(=O)O1, ClCCl. Yields the product CC(=O)NCC1CN(c2ccc(N3CCC(C)(F)CC3)c(F)c2)C(=O)O1. As a reaction SMILES: [CH2:27]([N:28]([S:29]([F:30])([F:31])[F:33])[CH2:32][CH3:34])[CH3:35].[CH3:1][C:2]1([OH:26])[CH2:3][CH2:4][N:5]([c:8]2[c:9]([F:25])[cH:10][c:11]([N:14]3[C:15](=[O:24])[O:16][CH:17]([CH2:19][NH:20][C:21]([CH3:22])=[O:23])[CH2:18]3)[cH:12][cH:13]2)[CH2:6][CH2:7]1.[Cl:36][CH2:37][Cl:38]>>[CH3:1][C:2]1([F:33])[CH2:3][CH2:4][N:5]([c:8]2[c:9]([F:25])[cH:10][c:11]([N:14]3[C:15](=[O:24])[O:16][CH:17]([CH2:19][NH:20][C:21]([CH3:22])=[O:23])[CH2:18]3)[cH:12][cH:13]2)[CH2:6][CH2:7]1.